This data is from the Open Reaction Database (ORD), a public repository of structured organic reaction records. The task is: describe an organic reaction: reactants, conditions, products, and yield Reactants: FC(OC=1C=C(C=CC1)C(C)=O)(F)F (3'trifluoromethoxyacetophenone), [Li] (lithium), C[Si](C)(C)[NH-] (trimethylsilylamide), Cl[Si](C)(C)C (chlorotrimethylsilane), diethyl ester, C1(=CC=CC=C1)CSC(C(=O)O)C(=O)O ([(phenylmethyl)thio]propanedioic acid), ( 10 ), ( 3 ), [K+].[Br-] (KBr), ( 8 ), ( 7 ). Run in O (H2O). Yields the product OC1=C(C(OC(=C1)C1=CC(=CC=C1)OC(F)(F)F)=O)SCC1=CC=CC=C1 (4-Hydroxy-3-[(phenylmethyl)thio]-6-[3-(trifluoromethoxy)phenyl]-2H-pyran-2-one). As a reaction SMILES: [F:1][C:2]([F:14])([F:13])[O:3][C:4]1[CH:5]=[C:6]([C:10](=[O:12])[CH3:11])[CH:7]=[CH:8][CH:9]=1.[Li].C[Si]([NH-])(C)C.Cl[Si](C)(C)C.[C:26]1([CH2:32][S:33][CH:34]([C:38](O)=[O:39])[C:35](O)=[O:36])[CH:31]=[CH:30][CH:29]=[CH:28][CH:27]=1.[K+].[Br-]>O>[OH:39][C:38]1[CH:11]=[C:10]([C:6]2[CH:7]=[CH:8][CH:9]=[C:4]([O:3][C:2]([F:13])([F:14])[F:1])[CH:5]=2)[O:12][C:35](=[O:36])[C:34]=1[S:33][CH2:32][C:26]1[CH:31]=[CH:30][CH:29]=[CH:28][CH:27]=1 |f:5.6,^1:14|. Procedure: The title compound was prepared by Method A using 3'trifluoromethoxyacetophenone (3 g, 14.7 mmol), lithium bis(trimethylsilylamide (2.45 g, 14.7 mmol), chlorotrimethylsilane (2.47 g, 14.7 mmol) and diethyl ester of [(phenylmethyl)thio]propanedioic acid (1.00 g, 3.54 mmol). m.p. 128-132° C.; 1H NMR (400 MHz, DMSO-d6) δ4.03 (s, 2 H), 6.81 (s, 1 H), 7.2 (m, 2 H), 7.28 (m, 3 H), 7.56 (dd, 1 H), 7.69 (t, 1 H), 7.75 (s, 1 H), 7.86 (d, 1 H); IR (KBr) 2963, 1651, 1550, 1394, 1369, 1395, 1263, 1098, 1024... The yield is 100.6%. Reaction conditions: temperature -20 celsius, time 1.5 hour. The solvent is CO (MeOH). Product: FC(C1=C(C=CC=C1)CS(=O)(=O)O)(F)F ((2-trifluoromethylphenyl)methanesulfonic acid). The reactants are [Na+].FC(C1=C(C=CC=C1)CS(=O)(=O)[O-])(F)F ((2-Trifluoromethylphenyl)methanesulfonic acid sodium salt), Cl (HCl). Procedure: (2-Trifluoromethylphenyl)methanesulfonic acid sodium salt (22.2 g, 84 mmol) was suspended in MeOH (950 mL) and cooled to −20° C. At that temp with continued cooling HCl (g) was bubbled through the mixture for 5 min. The resulting white suspension was stirred at room temperature for 1.5 h, then cooled in an ice-bath. The resulting suspension was filtered and the collected solid allowed to air-dry overnight to afford (2-trifluoromethylphenyl)methanesulfonic acid (20.3 g, ˜100%), a white solid, whi... As a reaction SMILES: [Na+].[F:2][C:3]([F:16])([F:15])[C:4]1[CH:9]=[CH:8][CH:7]=[CH:6][C:5]=1[CH2:10][S:11]([O-:14])(=[O:13])=[O:12].Cl>CO>[F:16][C:3]([F:2])([F:15])[C:4]1[CH:9]=[CH:8][CH:7]=[CH:6][C:5]=1[CH2:10][S:11]([OH:14])(=[O:13])=[O:12] |f:0.1|. Reactants: O=C([O-])[O-], CCCCC(CC)CBr, CN(C)C=O, [K+], [K+], O, O=C1c2ccccc2-c2cc(O)cc3cccc1c23. Product: CCCCC(CC)COc1cc2c3c(cccc3c1)C(=O)c1ccccc1-2. RXN SMILES: [C:20](=[O:21])([O-:22])[O-:23].[CH2:26]([CH3:27])[CH:28]([CH2:29][Br:30])[CH2:31][CH2:32][CH2:33][CH3:34].[CH3:35][N:36]([CH3:37])[CH:38]=[O:39].[K+:24].[K+:25].[OH2:40].[OH:1][c:2]1[cH:3][c:4]2[c:5]3[c:6]([cH:7][cH:8][cH:9][c:10]3[C:11](=[O:18])[c:12]3[cH:13][cH:14][cH:15][cH:16][c:17]3-2)[cH:19]1>>[O:1]([c:2]1[cH:3][c:4]2[c:5]3[c:6]([cH:7][cH:8][cH:9][c:10]3[C:11](=[O:18])[c:12]3[cH:13][cH:14][cH:15][cH:16][c:17]3-2)[cH:19]1)[CH2:29][CH:28]([CH2:26][CH3:27])[CH2:31][CH2:32][CH2:33][CH3:34].